This data is from the Open Reaction Database (ORD), a public repository of structured organic reaction records. The task is: describe an organic reaction: reactants, conditions, products, and yield Starting materials: C=CCCCCCCCCCC (dodec-1-ene), dicobalt-octacarbonyl, O (water), CN1C(CCC1)=O (N-methylpyrrolidone). The reagents and catalysts are [Co] (cobalt). The product is C(CCCCCCCCCCCC)(=O)O (tridecanoic acid). Isolated yield 83.0%. Reaction SMILES: [CH2:1]=[CH:2][CH2:3][CH2:4][CH2:5][CH2:6][CH2:7][CH2:8][CH2:9]CCC.[OH2:13].CN1[CH2:19][CH2:18][CH2:17][C:16]1=[O:20]>[Co]>[C:16]([OH:20])(=[O:13])[CH2:17][CH2:18][CH2:19][CH2:1][CH2:2][CH2:3][CH2:4][CH2:5][CH2:6][CH2:7][CH2:8][CH3:9]. Procedure details: Using the method described in Example 1, a solution of 165 g (=0.98 mole) of dodec-1-ene and 1.65 g (=0.28 mole equivalent) of cobalt in the form of dicobalt-octacarbonyl, and a mixture of 157 g of N-methylpyrrolidone and 23 g (=1.28 mole) of water, were hydrocarboxylated under a CO pressure of 300 bars at 190° C. Conventional working up gave a yield of 83% of tridecanoic acid, of which 60% consisted of the particularly valuable n-isomer. 13% of the olefin had not reacted and the remainder consi... The reactants are ClC1=NC(=CN=C1)Cl (2,6-dichloropyrazine), OC=1C=C2C=CC=NC2=CC1 (6-hydroxyquinoline). Solvent: CCOC(=O)C.C1CCCCC1 (AcOEt cyclohexane). Product: ClC1=NC(=CN=C1)OC=1C=C2C=CC=NC2=CC1 (2-Chloro-6-(quinoline-6-oxy)-pyrazine). The yield is 75.0%. Reaction SMILES: Cl[C:2]1[CH:7]=[N:6][CH:5]=[C:4]([Cl:8])[N:3]=1.[OH:9][C:10]1[CH:11]=[C:12]2[C:17](=[CH:18][CH:19]=1)[N:16]=[CH:15][CH:14]=[CH:13]2>CCOC(C)=O.C1CCCCC1>[Cl:8][C:4]1[CH:5]=[N:6][CH:7]=[C:2]([O:9][C:10]2[CH:11]=[C:12]3[C:17](=[CH:18][CH:19]=2)[N:16]=[CH:15][CH:14]=[CH:13]3)[N:3]=1 |f:2.3|. Reported procedure: Using Method DD with 2,6-dichloropyrazine (250 mg, 1.69 mmol) and 6-hydroxyquinoline (270 mg, 1.49 mmol), and purification by column chromatography (AcOEt cyclohexane, 1:1), the title compound was obtained (324 mg). Yield: 75%. 1H NMR (250 MHz, DMSO-d6) δ 7.56-7.59 (m, 1H, Harom 3), 7.70 (dd, 1H, Harom 7, Jm=2.6 Hz, Jo=9.1 Hz), 7.87 (d, 1H, Harom 5, J=2.4 Hz), 8.12 (d, 1H, Harom 8, J=9.0 Hz), 8.37 (d, 1H, Harom 4, J=8.1 Hz), 8.56 (s, 1H, HPz 5) 8.65 (s, 1H, HPz 3), 8.93 (dd, 1H, Harom 2, J=1.0 H... Starting materials: C(C)(C)(C)C1=CC=C(C=C1)S(=O)(=O)NC=1C=CC(=NC1)NC(C)=O (N-[5-(4-tert-butyl-benzenesulfonylamino)-pyridin-2-yl]-acetamide), BrCC(=O)OC (methyl bromoacetate). Product: NC1=CC=C(C=N1)N(S(=O)(=O)C1=CC=C(C=C1)C(C)(C)C)CC(=O)O ([(6-Amino-pyridin-3-yl)-(4-tert-butyl-benzenesulfonyl)-amino]-acetic acid). Reaction SMILES: [C:1]([C:5]1[CH:10]=[CH:9][C:8]([S:11]([NH:14][C:15]2[CH:16]=[CH:17][C:18]([NH:21]C(=O)C)=[N:19][CH:20]=2)(=[O:13])=[O:12])=[CH:7][CH:6]=1)([CH3:4])([CH3:3])[CH3:2].Br[CH2:26][C:27]([O:29]C)=[O:28]>>[NH2:21][C:18]1[N:19]=[CH:20][C:15]([N:14]([CH2:26][C:27]([OH:29])=[O:28])[S:11]([C:8]2[CH:9]=[CH:10][C:5]([C:1]([CH3:3])([CH3:4])[CH3:2])=[CH:6][CH:7]=2)(=[O:13])=[O:12])=[CH:16][CH:17]=1. Reported procedure: prepared by reaction of N-[5-(4-tert-butyl-benzenesulfonylamino)-pyridin-2-yl]-acetamide with methyl bromoacetate